From a dataset of the Open Reaction Database (ORD), a public repository of structured organic reaction records. describe an organic reaction: reactants, conditions, products, and yield Starting materials: CC(=O)N1CCN(CCO)CC1, ClCCl, COc1cc2c(Oc3ccc4[nH]c(C)cc4c3F)ncnc2cc1O, CC(C)OC(=O)N=NC(=O)OC(C)C, c1ccc(P(c2ccccc2)c2ccccc2)cc1. Product: COc1cc2c(Oc3ccc4[nH]c(C)cc4c3F)ncnc2cc1OCCN1CCN(C(C)=O)CC1. As a reaction SMILES: [C:26]([CH3:27])(=[O:28])[N:29]1[CH2:30][CH2:31][N:32]([CH2:35][CH2:36][OH:37])[CH2:33][CH2:34]1.[Cl:71][CH2:72][Cl:73].[F:1][c:2]1[c:3]2[cH:4][c:5]([CH3:25])[nH:6][c:7]2[cH:8][cH:9][c:10]1[O:11][c:12]1[n:13][cH:14][n:15][c:16]2[cH:17][c:18]([OH:24])[c:19]([O:22][CH3:23])[cH:20][c:21]12.[O:57]=[C:58]([O:59][CH:60]([CH3:61])[CH3:62])[N:63]=[N:64][C:65]([O:66][CH:67]([CH3:68])[CH3:69])=[O:70].[c:38]1([P:39]([c:40]2[cH:41][cH:42][cH:43][cH:44][cH:45]2)[c:46]2[cH:47][cH:48][cH:49][cH:50][cH:51]2)[cH:52][cH:53][cH:54][cH:55][cH:56]1>>[F:1][c:2]1[c:3]2[cH:4][c:5]([CH3:25])[nH:6][c:7]2[cH:8][cH:9][c:10]1[O:11][c:12]1[n:13][cH:14][n:15][c:16]2[cH:17][c:18]([O:24][CH2:36][CH2:35][N:32]3[CH2:31][CH2:30][N:29]([C:26]([CH3:27])=[O:28])[CH2:34][CH2:33]3)[c:19]([O:22][CH3:23])[cH:20][c:21]12.